Dataset: the Open Reaction Database (ORD), a public repository of structured organic reaction records. Task: describe an organic reaction: reactants, conditions, products, and yield Starting materials: ClC1=NSC(=C1Cl)CO ((3,4-dichloroisothiazol-5-yl)methanol). Reagents/catalysts: [O-2].[O-2].[Mn+4] (manganese dioxide). Run in C(Cl)(Cl)Cl (chloroform). Reaction conditions: temperature 40 celsius, time 20 hour. The product is ClC1=NSC(=C1Cl)C=O (3,4-dichloroisothiazole-5-carbaldehyde). The yield is 57.0%. Reaction SMILES: [Cl:1][C:2]1[C:6]([Cl:7])=[C:5]([CH2:8][OH:9])[S:4][N:3]=1>[O-2].[O-2].[Mn+4].C(Cl)(Cl)Cl>[Cl:1][C:2]1[C:6]([Cl:7])=[C:5]([CH:8]=[O:9])[S:4][N:3]=1 |f:1.2.3|. Procedure: A mixture of (3,4-dichloroisothiazol-5-yl)methanol (1.1 g), chloroform (150 mL) and manganese dioxide (4.7 g) was stirred at 40° C. for 20 hours. The mixture was filtered through Celite and the filtrate was concentrated under reduced pressure to afford the title compound as a yellow solid (0.62 g). Reactants: C(\C=C\CCCCCCC)(=O)O (trans-2-decenoic acid), C(CCCCCC)S (1-heptanethiol). Yields the product C(\C=C\CCCCCCC)(SCCCCCCC)=O ((E)-S-heptyl dec-2-enethioate). RXN SMILES: [C:1]([OH:12])(=O)/[CH:2]=[CH:3]/[CH2:4][CH2:5][CH2:6][CH2:7][CH2:8][CH2:9][CH3:10].[CH2:13]([SH:20])[CH2:14][CH2:15][CH2:16][CH2:17][CH2:18][CH3:19]>>[C:1](=[O:12])([S:20][CH2:13][CH2:14][CH2:15][CH2:16][CH2:17][CH2:18][CH3:19])/[CH:2]=[CH:3]/[CH2:4][CH2:5][CH2:6][CH2:7][CH2:8][CH2:9][CH3:10]. Procedure details: The same operation as in Example 1-1 or 1-2 was carried out using trans-2-decenoic acid and 1-heptanethiol as starting materials to give the aimed compound. The product is OCCCCC1COOC1 (4-(4-hydroxybutyl)-1,2-dioxolane). Procedure details: 13.4 g of commercial 1,2,6-hexanetriol are added to 12.4 ml of diethoxymethane and the mixture is refluxed in the presence of 500 mg of toluenesulfonic acid acting as a transacetalisation catalyst. The ethanol is evaporated at 80° C. and the 4-(4-hydroxybutyl)-1,2-dioxolane obtained is purified by distillation. 7.3 g of this product and 4.6 g of epichlorhydrine are reacted in the presence of 2.8 g of potassium hydroxide (powder) and tetrabutylammonium chloride, to form the monomer 4-[(4-glycidyl... RXN SMILES: [CH2:1]([OH:9])[CH:2](O)[CH2:3][CH2:4][CH2:5][CH2:6][OH:7].[CH2:10]([O:12]COCC)C.C1(C)C(S(O)(=O)=O)=CC=CC=1>>[OH:7][CH2:6][CH2:5][CH2:4][CH2:3][CH:2]1[CH2:10][O:12][O:9][CH2:1]1. Reactants: C(C(CCCCO)O)O (1,2,6-hexanetriol), C(C)OCOCC (diethoxymethane), C=1(C(=CC=CC1)S(=O)(=O)O)C (toluenesulfonic acid). The reactants are ClC=1C=CC(=C(C(=O)O)C1)OC1=CC(=CC=C1)Cl (5-Chloro-2-(3-chlorophenoxy)benzoic acid), Cl.N[C@@H](C)C1=CC=C(C(=O)OC)C=C1 (Methyl 4-[(1S)-1-aminoethyl]benzoate hydrochloride). Product: ClC=1C=CC(=C(C(=O)N[C@@H](C)C2=CC=C(C(=O)OC)C=C2)C1)OC1=CC(=CC=C1)Cl (Methyl 4-((1S)-1-{[5-chloro-2-(3-chlorophenoxy)benzoyl]amino}ethyl)benzoate). RXN SMILES: [Cl:1][C:2]1[CH:3]=[CH:4][C:5]([O:11][C:12]2[CH:17]=[CH:16][CH:15]=[C:14]([Cl:18])[CH:13]=2)=[C:6]([CH:10]=1)[C:7]([OH:9])=O.Cl.[NH2:20][C@H:21]([C:23]1[CH:32]=[CH:31][C:26]([C:27]([O:29][CH3:30])=[O:28])=[CH:25][CH:24]=1)[CH3:22]>>[Cl:1][C:2]1[CH:3]=[CH:4][C:5]([O:11][C:12]2[CH:17]=[CH:16][CH:15]=[C:14]([Cl:18])[CH:13]=2)=[C:6]([CH:10]=1)[C:7]([NH:20][C@H:21]([C:23]1[CH:32]=[CH:31][C:26]([C:27]([O:29][CH3:30])=[O:28])=[CH:25][CH:24]=1)[CH3:22])=[O:9] |f:1.2|. Procedure details: The title compound was prepared according to the procedure described in step 3 of Example 1 from 5-chloro-2-(3-chlorophenoxy)benzoic acid (step 2) and methyl 4-[(1S)-1-aminoethyl]benzoate hydrochloride (step 3 of Example 5): 1H-NMR (CDCl3) δ 8.17 (1H, d, J=2.8 Hz), 7.93 (2H, m), 7.65 (1H, d, J=7.4 Hz), 7.42–7.19 (5H, m), 6.97–6.81 (3H, m), 5.32 (1H, dq, J=7.4, 6.9 Hz), 3.90 (3H, s), 1.49 (3H, d, J=6.9 Hz). Reactants: CC(C)(C)OC(=O)CCc1cccc(Br)c1, C1CCNC1, C#CCO, [Cl-], [I-], [NH4+], c1ccc(P(c2ccccc2)(c2ccccc2)[Pd](P(c2ccccc2)(c2ccccc2)c2ccccc2)(P(c2ccccc2)(c2ccccc2)c2ccccc2)P(c2ccccc2)(c2ccccc2)c2ccccc2)cc1. Product: CC(C)(C)OC(=O)CCc1cccc(C#CCO)c1. As a reaction SMILES: [C:6]([CH3:7])([CH3:8])([CH3:9])[O:10][C:11]([CH2:12][CH2:13][c:14]1[cH:15][c:16]([Br:20])[cH:17][cH:18][cH:19]1)=[O:21].[CH2:24]1[CH2:25][NH:26][CH2:27][CH2:28]1.[CH2:2]([C:3]#[CH:4])[OH:5].[Cl-:22].[I-:1].[NH4+:23].[cH:29]1[cH:30][cH:31][c:32]([P:33]([Pd:34]([P:35]([c:36]2[cH:37][cH:38][cH:39][cH:40][cH:41]2)([c:42]2[cH:43][cH:44][cH:45][cH:46][cH:47]2)[c:48]2[cH:49][cH:50][cH:51][cH:52][cH:53]2)([P:54]([c:55]2[cH:56][cH:57][cH:58][cH:59][cH:60]2)([c:61]2[cH:62][cH:63][cH:64][cH:65][cH:66]2)[c:67]2[cH:68][cH:69][cH:70][cH:71][cH:72]2)[P:73]([c:74]2[cH:75][cH:76][cH:77][cH:78][cH:79]2)([c:80]2[cH:81][cH:82][cH:83][cH:84][cH:85]2)[c:86]2[cH:87][cH:88][cH:89][cH:90][cH:91]2)([c:92]2[cH:93][cH:94][cH:95][cH:96][cH:97]2)[c:98]2[cH:99][cH:100][cH:101][cH:102][cH:103]2)[cH:104][cH:105]1>>[CH2:2]([C:3]#[C:4][c:16]1[cH:15][c:14]([CH2:13][CH2:12][C:11]([O:10][C:6]([CH3:7])([CH3:8])[CH3:9])=[O:21])[cH:19][cH:18][cH:17]1)[OH:5].